Dataset: the Open Reaction Database (ORD), a public repository of structured organic reaction records. Task: describe an organic reaction: reactants, conditions, products, and yield The reactants are Cl[Cu], Cl, O=N[O-], Nc1nc(C(=O)CBr)cs1, [Na+], O. The product is O=C(CBr)c1csc(Cl)n1. RXN SMILES: [Cl:17][Cu:18].[ClH:15].[N:11]([O-:12])=[O:13].[NH2:1][c:2]1[s:3][cH:4][c:5]([C:7]([CH2:8][Br:9])=[O:10])[n:6]1.[Na+:14].[OH2:16]>>[c:2]1([Cl:15])[s:3][cH:4][c:5]([C:7]([CH2:8][Br:9])=[O:10])[n:6]1. RXN SMILES: [C:1]([CH3:2])([CH3:3])([CH3:4])[O:5][C:6](=[O:7])[N:8]1[CH2:9][CH2:10][C:11](=[O:14])[CH2:12][CH2:13]1.[C:21]([BH3-:22])#[N:23].[CH2:15]1[CH2:16][CH:17]=[CH:18][CH2:19][NH:20]1.[CH3:28][OH:29].[Cl-:25].[Cl-:27].[Na+:24].[Zn+2:26]>>[C:1]([CH3:2])([CH3:3])([CH3:4])[O:5][C:6](=[O:7])[N:8]1[CH2:9][CH2:10][CH:11]([N:20]2[CH2:15][CH2:16][CH:17]=[CH:18][CH2:19]2)[CH2:12][CH2:13]1. Yields the product CC(C)(C)OC(=O)N1CCC(N2CC=CCC2)CC1. Reactants: CC(C)(C)OC(=O)N1CCC(=O)CC1, [BH3-]C#N, C1=CCNCC1, CO, [Cl-], [Cl-], [Na+], [Zn+2]. Reactants: ClC1=C2C=CNC2=NC=C1 (4-chloro-7-azaindole), N1C=CC2=CC=CN=C12 (7-azaindole), COC=1C=C(C=CC1OC)B(O)O (3,4-dimethoxyphenyl boronic acid), C(C)(=O)OCC (Ethyl acetate). Reagents/catalysts: C=1C=CC(=CC1)[P](C=2C=CC=CC2)(C=3C=CC=CC3)[Pd]([P](C=4C=CC=CC4)(C=5C=CC=CC5)C=6C=CC=CC6)([P](C=7C=CC=CC7)(C=8C=CC=CC8)C=9C=CC=CC9)[P](C=1C=CC=CC1)(C=1C=CC=CC1)C=1C=CC=CC1 (tetrakis(triphenylphosphine)palladium(0)). Run in C([O-])([O-])=O.[K+].[K+] (potassium carbonate), O (water), O1CCCC1 (tetrahydrofuran), O (water). Run at temperature 150 celsius. Product: COC=1C=C(C=CC1OC)C1=C2C(=NC=C1)NC=C2 (4-(3,4-Dimethoxy-phenyl)-1H-pyrrolo[2,3-b]pyridine). Reaction SMILES: Cl[C:2]1[CH:10]=[CH:9][N:8]=[C:7]2[C:3]=1[CH:4]=[CH:5][NH:6]2.N1C2C(=CC=CN=2)C=C1.[CH3:20][O:21][C:22]1[CH:23]=[C:24](B(O)O)[CH:25]=[CH:26][C:27]=1[O:28][CH3:29].C(OCC)(=O)C>C(=O)([O-])[O-].[K+].[K+].O.O1CCCC1.C1C=CC([P]([Pd]([P](C2C=CC=CC=2)(C2C=CC=CC=2)C2C=CC=CC=2)([P](C2C=CC=CC=2)(C2C=CC=CC=2)C2C=CC=CC=2)[P](C2C=CC=CC=2)(C2C=CC=CC=2)C2C=CC=CC=2)(C2C=CC=CC=2)C2C=CC=CC=2)=CC=1>[CH3:20][O:21][C:22]1[CH:23]=[C:24]([C:2]2[CH:10]=[CH:9][N:8]=[C:7]3[NH:6][CH:5]=[CH:4][C:3]=23)[CH:25]=[CH:26][C:27]=1[O:28][CH3:29] |f:4.5.6,^1:54,56,75,94|. Reported procedure: In a microwave reaction tube, 4-chloro-7-azaindole (49, 1.362 g, 8.926 mmol), prepared from 7-azaindole following published procedure (Schneller, S. W.; Luo, Jiann-Kuan. J. Org. Chem. 1980, 45, 4045-4048), 3,4-dimethoxyphenyl boronic acid (4.06 g, 22.3 mmol), and tetrakis(triphenylphosphine)palladium(0) (52 mg, 0.45 mmol) were mixed in 1.0 M potassium carbonate in water (27 mL) and tetrahydrofuran (43 mL). The resulting mixture was heated at 150° C. in a CEM Discover microwave unit for 20 minute... Starting materials: C(CC(=O)OCC)(=O)OCC (diethyl malonate), [H-].[Na+] (NaH), BrCC=1C(=CC=C2C=CC(=NC12)OC)F (8-bromomethyl-7-fluoro-2-methoxy-quinoline). Run in C1CCOC1 (THF). Run at temperature 0 celsius, time 15 minute. Yields the product C(C)OC(C(C(=O)OCC)CC=1C(=CC=C2C=CC(=NC12)OC)F)=O (2-(7-fluoro-2-methoxy-quinolin-8-ylmethyl)-malonic acid diethyl ester). Yield: 91.6%. As a reaction SMILES: [H-].[Na+].[C:3]([O:11][CH2:12][CH3:13])(=[O:10])[CH2:4][C:5]([O:7][CH2:8][CH3:9])=[O:6].Br[CH2:15][C:16]1[C:17]([F:28])=[CH:18][CH:19]=[C:20]2[C:25]=1[N:24]=[C:23]([O:26][CH3:27])[CH:22]=[CH:21]2>C1COCC1>[CH2:12]([O:11][C:3](=[O:10])[CH:4]([CH2:15][C:16]1[C:17]([F:28])=[CH:18][CH:19]=[C:20]2[C:25]=1[N:24]=[C:23]([O:26][CH3:27])[CH:22]=[CH:21]2)[C:5]([O:7][CH2:8][CH3:9])=[O:6])[CH3:13] |f:0.1|. Procedure: To a suspension of NaH (60% dispersion in oil, 0.88 g, 22 mmol) in THF (100 mL), was added diethyl malonate (3.79 g, 23.66 mmol). The reaction mixture was cooled to 0° C. and 8-bromomethyl-7-fluoro-2-methoxy-quinoline (5.4 g, 20 mmol) was added in one portion. The reaction proceeded 30 min at 0° C. and 15 min at rt. The reaction mixture was quenched by adding water (20 mL) and 10% NaHSO4 (100 mL). The two layers were decanted and the aq. layer was extracted once with EA (100 mL). The combined or... The reactants are COC(CC1=CC2=CC=C(C=C2C(=C1C)OS(=O)(=O)C(F)(F)F)F)=O ((6-fluoro-3-methyl-4-trifluoromethanesulfonyloxy-naphthalen-2-yl)-acetic acid methyl ester), C1(=CC=CC=C1)P(C1=CC=CC=C1)C1=CC=CC=C1 (Triphenylphosphine), COC1=CC=C(CNS(=O)(=O)C2=CC=C(C=C2)B(O)O)C=C1 (4-(N-(4-methoxybenzyl)sulfamoyl)phenylboronic acid), aqueous solution, C([O-])([O-])=O.[Na+].[Na+] (sodium carbonate). The reagents and catalysts are C(C)(=O)[O-].[Pd+2].C(C)(=O)[O-] (palladium (II) acetate). Solvent: O (Water), C(OC)COC (dimethoxyethane). Yields the product COC(CC1=CC2=CC=C(C=C2C(=C1C)C1=CC=C(C=C1)S(NCC1=CC=C(C=C1)OC)(=O)=O)F)=O ({6-fluoro-4-[4-(4-methoxy-benzylsulfamoyl)-phenyl]-3-methyl-naphthalen-2-yl}-acetic acid methyl ester). Isolated yield 41.7%. RXN SMILES: [CH3:1][O:2][C:3](=[O:25])[CH2:4][C:5]1[C:14]([CH3:15])=[C:13](OS(C(F)(F)F)(=O)=O)[C:12]2[C:7](=[CH:8][CH:9]=[C:10]([F:24])[CH:11]=2)[CH:6]=1.C1(P(C2C=CC=CC=2)C2C=CC=CC=2)C=CC=CC=1.[CH3:45][O:46][C:47]1[CH:66]=[CH:65][C:50]([CH2:51][NH:52][S:53]([C:56]2[CH:61]=[CH:60][C:59](B(O)O)=[CH:58][CH:57]=2)(=[O:55])=[O:54])=[CH:49][CH:48]=1.C(=O)([O-])[O-].[Na+].[Na+]>C(COC)OC.C([O-])(=O)C.[Pd+2].C([O-])(=O)C.O>[CH3:1][O:2][C:3](=[O:25])[CH2:4][C:5]1[C:14]([CH3:15])=[C:13]([C:59]2[CH:58]=[CH:57][C:56]([S:53](=[O:54])(=[O:55])[NH:52][CH2:51][C:50]3[CH:49]=[CH:48][C:47]([O:46][CH3:45])=[CH:66][CH:65]=3)=[CH:61][CH:60]=2)[C:12]2[C:7](=[CH:8][CH:9]=[C:10]([F:24])[CH:11]=2)[CH:6]=1 |f:3.4.5,7.8.9|. Reported procedure: A stirred solution of (6-fluoro-3-methyl-4-trifluoromethanesulfonyloxy-naphthalen-2-yl)-acetic acid methyl ester (0.10 g, 0.26 mmol) in dimethoxyethane (5 mL) for 5 minutes at room temperature. Triphenylphosphine (0.016 g, 0.006 mmol), palladium (II) acetate (0.007 g, 0.003 mmol), 4-(N-(4-methoxybenzyl)sulfamoyl)phenylboronic acid (0.135 g, 0.35 mmol) and a 2 M aqueous solution of sodium carbonate (0.5 mL, 1.0 mmol) were added simultaneously to the reaction mixture at room temperature under argo... As a reaction SMILES: [CH3:1][O:2][c:3]1[cH:4][c:5]2[c:10]([cH:11][c:12]1[O:13][CH3:14])-[c:9]1[n:8]([c:18](=[O:19])[n:17][c:16]([Cl:20])[cH:15]1)[CH2:7][CH2:6]2.[CH3:26][N:27]([CH3:28])[CH:29]=[O:30].[CH:21]([CH3:22])([CH2:23][CH3:24])[NH2:25].[Cl:32][CH2:33][Cl:34].[ClH:31]>>[CH3:1][O:2][c:3]1[cH:4][c:5]2[c:10]([cH:11][c:12]1[O:13][CH3:14])-[c:9]1[n:8]([c:18](=[O:19])[n:17][c:16]([NH:25][CH:21]([CH3:22])[CH2:23][CH3:24])[cH:15]1)[CH2:7][CH2:6]2.[ClH:20]. Reactants: COc1cc2c(cc1OC)-c1cc(Cl)nc(=O)n1CC2, CN(C)C=O, CCC(C)N, ClCCl, Cl. Yields the product CCC(C)Nc1cc2n(c(=O)n1)CCc1cc(OC)c(OC)cc1-2, Cl.